This data is from the Open Reaction Database (ORD), a public repository of structured organic reaction records. The task is: describe an organic reaction: reactants, conditions, products, and yield Reaction SMILES: [Cl:1][C:2]1[CH:3]=[CH:4][CH:5]=[C:6]2[C:11]=1[N:10]=[CH:9][CH:8]=[C:7]2[OH:12].[CH2:13]=[O:14].CO>[OH-].[Na+]>[Cl:1][C:2]1[CH:3]=[CH:4][CH:5]=[C:6]2[C:11]=1[N:10]=[CH:9][C:8]([CH2:13][OH:14])=[C:7]2[OH:12] |f:3.4|. Reported procedure: 8-Chloro-4-hydroxyquinoline was reacted with formaldehyde in aqueous sodium hydroxide to give the novel compound 8-chloro-4-hydroxy-3-hydroxymethylquinoline, m.p. >300° (from methanol). Solvent: [OH-].[Na+] (sodium hydroxide). The product is ClC=1C=CC=C2C(=C(C=NC12)CO)O (8-chloro-4-hydroxy-3-hydroxymethylquinoline). Reactants: CO (methanol), ClC=1C=CC=C2C(=CC=NC12)O (8-Chloro-4-hydroxyquinoline), C=O (formaldehyde). Starting materials: N1(CCOCC1)C=1N=C(NC(C1)=O)CC(=O)OCC (ethyl [4-(morpholin-4-yl)-6-oxo-1,6-dihydropyrimidin-2-yl]acetate), FC1=C(N)C=CC=C1 (2-fluoroaniline), CC(C)([O-])C.[K+] (potassium tert-butoxide). Run in CN(C=O)C (N,N-dimethylformamide), CN(C=O)C (N,N-dimethylformamide). Reaction conditions: temperature 150 celsius, time 1 hour. Yields the product FC1=C(C=CC=C1)NC(CC=1NC(C=C(N1)N1CCOCC1)=O)=O (N-(2-fluorophenyl)-2-[4-(morpholin-4-yl)-6-oxo-1,6-dihydropyrimidin-2-yl]acetamide). RXN SMILES: [N:1]1([C:7]2[N:8]=[C:9]([CH2:14][C:15]([O:17]CC)=O)[NH:10][C:11](=[O:13])[CH:12]=2)[CH2:6][CH2:5][O:4][CH2:3][CH2:2]1.[F:20][C:21]1[CH:27]=[CH:26][CH:25]=[CH:24][C:22]=1[NH2:23].CC(C)([O-])C.[K+]>CN(C)C=O>[F:20][C:21]1[CH:27]=[CH:26][CH:25]=[CH:24][C:22]=1[NH:23][C:15](=[O:17])[CH2:14][C:9]1[NH:10][C:11](=[O:13])[CH:12]=[C:7]([N:1]2[CH2:2][CH2:3][O:4][CH2:5][CH2:6]2)[N:8]=1 |f:2.3|. Procedure details: In a microwave tube, 300 mg of ethyl [4-(morpholin-4-yl)-6-oxo-1,6-dihydropyrimidin-2-yl]acetate prepared in stage 1 of Example 1 are introduced into 1 ml of N,N-dimethylformamide, 623 mg of 2-fluoroaniline and 378 mg of potassium tert-butoxide. 2 ml of N,N-dimethylformamide are then added. The tube is then microwave-heated at 150° C. for 20 minutes. The reaction mixture is concentrated under reduced pressure. 30 ml of water and 10 ml of ethyl acetate are added and the resulting mixture is thus ... The reactants are O=Cc1ccc(C(=O)O)cc1, CC(=O)CC(C)=O, CC(C)O, O=S(Cl)Cl. Yields the product CC(=O)C(=Cc1ccc(C(=O)O)cc1)C(C)=O. RXN SMILES: [C:1](=[O:2])([OH:3])[c:4]1[cH:5][cH:6][c:7]([CH:8]=[O:9])[cH:10][cH:11]1.[CH3:12][C:13]([CH2:14][C:15]([CH3:16])=[O:17])=[O:18].[CH3:23][CH:24]([OH:25])[CH3:26].[S:19]([Cl:20])([Cl:21])=[O:22]>>[C:1](=[O:2])([OH:3])[c:4]1[cH:5][cH:6][c:7]([CH:8]=[C:14]([C:13]([CH3:12])=[O:18])[C:15]([CH3:16])=[O:17])[cH:10][cH:11]1.